From a dataset of the Open Reaction Database (ORD), a public repository of structured organic reaction records. describe an organic reaction: reactants, conditions, products, and yield Reactants: NC=1N=C(C2=C(N1)SC(=N2)CCC2=CC=C(C=C2)F)N2CCNCC2 (5-amino-2-[2-(4-fluorophenyl)ethyl]-7-piperazin-1-yl-thiazolo[5,4-d]pyrimidine), C(C)(C)N(CC)C(C)C (diisopropylethylamine), C1(=CC=CC=C1)CCC(=O)Cl (3-phenylpropionyl chloride). Solvent: ClCCl (dichloromethane). Run at time 16 hour. Yields the product NC=1N=C(C2=C(N1)SC(=N2)CCC2=CC=C(C=C2)F)N2CCN(CC2)C(CCC2=CC=CC=C2)=O (5-amino-2-[2-(4-fluorophenyl)ethyl]-7-[4-(3-phenylpropionyl)piperazin-1-yl]-thiazolo[5,4-d]pyrimidine). Yield: 39.8%. RXN SMILES: [NH2:1][C:2]1[N:3]=[C:4]([N:20]2[CH2:25][CH2:24][NH:23][CH2:22][CH2:21]2)[C:5]2[N:10]=[C:9]([CH2:11][CH2:12][C:13]3[CH:18]=[CH:17][C:16]([F:19])=[CH:15][CH:14]=3)[S:8][C:6]=2[N:7]=1.C(N(C(C)C)CC)(C)C.[C:35]1([CH2:41][CH2:42][C:43](Cl)=[O:44])[CH:40]=[CH:39][CH:38]=[CH:37][CH:36]=1>ClCCl>[NH2:1][C:2]1[N:3]=[C:4]([N:20]2[CH2:25][CH2:24][N:23]([C:43](=[O:44])[CH2:42][CH2:41][C:35]3[CH:40]=[CH:39][CH:38]=[CH:37][CH:36]=3)[CH2:22][CH2:21]2)[C:5]2[N:10]=[C:9]([CH2:11][CH2:12][C:13]3[CH:18]=[CH:17][C:16]([F:19])=[CH:15][CH:14]=3)[S:8][C:6]=2[N:7]=1. Reported procedure: To a solution of 5-amino-2-[2-(4-fluorophenyl)ethyl]-7-piperazin-1-yl-thiazolo[5,4-d]pyrimidine (80 mg, 0.22 mmol) in dichloromethane (4 ml) was added diisopropylethylamine (0.49 mmol, 81 μL) and 3-phenylpropionyl chloride (0.25 mmol). The reaction was stirred at room temperature for 16 hours after which the solvent was removed in vacuo. The resulting residue was purified by flash chromatography on silica, the mobile phase being a mixture of methanol and dichloromethane (in a ratio gradually ran... Starting materials: N1=CC=C(C2=CC=CC=C12)N1C=C(C=2C1=NC=CC2)C(=O)NC(=N)N (N-(1-quinolin-4-yl-1H-pyrrolo[2,3-b]pyridine-3-carbonyl)-guanidine), aqueous solution, [Mg+2].[Cl-].[Cl-] (MgCl2), C=1N=C(C2=C(N1)N(C=N2)[C@H]3[C@@H]([C@@H]([C@H](O3)COP(=O)(O)OP(=O)(O)OC[C@@H]4[C@H]([C@H]([C@@H](O4)N5C=CCC(=C5)C(=O)N)O)O)O)OP(=O)(O)O)N (NADPH), C1C=CN(C=C1C(=O)N)[C@H]2[C@@H]([C@@H]([C@H](O2)COP(=O)(O)OP(=O)(O)OC[C@@H]3[C@H]([C@H]([C@@H](O3)N4C=NC5=C4N=CN=C5N)OP(=O)(O)O)O)O)O (Dihydronicotinamide adenine dinucleotide phosphate), C1=CN(C(=O)NC1=O)[C@H]2[C@@H]([C@@H]([C@H](O2)COP(=O)(O)OP(=O)(O)O[C@@H]3[C@@H]([C@H]([C@@H]([C@H](O3)C(=O)O)O)O)O)O)O (UDPGA). Run in C(C)#N (acetonitrile). Run at time 120 minute. Yields the product OC1=NC2=CC=CC=C2C(=C1)N1C=C(C=2C1=NC=CC2)C(=O)NC(=N)N (N-[1-(2-hydroxy-quinolin-4-yl)-1H-pyrrolo[2,3-b]pyridine-3-carbonyl]-guanidine). Reaction SMILES: [N:1]1[C:10]2[C:5](=[CH:6][CH:7]=[CH:8][CH:9]=2)[C:4]([N:11]2[C:15]3=[N:16][CH:17]=[CH:18][CH:19]=[C:14]3[C:13]([C:20]([NH:22][C:23]([NH2:25])=[NH:24])=[O:21])=[CH:12]2)=[CH:3][CH:2]=1.[Mg+2].[Cl-].[Cl-].C1N=C(N)C2N=CN([C@@H]3[O:42][C@H](COP(OP(OC[C@H]4O[C@@H](N5C=C(C(N)=O)CC=C5)[C@H](O)[C@@H]4O)(O)=O)(O)=O)[C@@H](O)[C@H]3OP(O)(O)=O)C=2N=1.C1C(=O)NC(=O)N([C@@H]2O[C@H](COP(OP(O[C@H]3O[C@H](C(O)=O)[C@@H](O)[C@H](O)[C@H]3O)(O)=O)(O)=O)[C@@H](O)[C@H]2O)C=1>C(#N)C>[OH:42][C:2]1[CH:3]=[C:4]([N:11]2[C:15]3=[N:16][CH:17]=[CH:18][CH:19]=[C:14]3[C:13]([C:20]([NH:22][C:23]([NH2:25])=[NH:24])=[O:21])=[CH:12]2)[C:5]2[C:10](=[CH:9][CH:8]=[CH:7][CH:6]=2)[N:1]=1 |f:1.2.3|. Procedure: 4.8 mg of N-(1-quinolin-4-yl-1H-pyrrolo[2,3-b]pyridine-3-carbonyl)-guanidine were dissolved using 150 ml of an aqueous solution containing 381 mg MgCl2, 1.3 mM NADPH (Dihydronicotinamide adenine dinucleotide phosphate, Calbiochem product number: 481973; Shen, A. L., et al. 1989. J. Biol. Chem. 264, 7584; Yamano, S., et al. 1989. Mol. Pharmacol. 36, 83.), 300 mg of human S9 fraction and 2.5 mM UDPGA (Uridine 5′-diphosphoglucuronic acid trisodium salt, Sigma catalog number U6751). The mixture was ... The reactants are C(=C)C1=CC=C(C(=O)O)C=C1 (p-vinylbenzoic acid), [Cl-].C(=C)C[N+](C)(C)CC1=CC=CC=C1 (vinylbenzyltrimethylammonium chloride), COCCO (2-methoxyethanol), dimethyl 2,2-azobis(isobutyrate), dimethyl 2,2-azobis(isobutyrate), dimethyl 2,2-azobis(isobutyrate). The solvent is C(C)(=O)OCC (ethyl acetate). Run at time 2 hour. The product is C(=C)C1=CC=C(C(=O)O)C=C1.[Cl-].C(=C)C[N+](C)(C)CC1=CC=CC=C1 (p-Vinylbenzoic acid Vinylbenzyltrimethylammonium Chloride). The yield is 250.7%. As a reaction SMILES: [CH:1]([C:3]1[CH:11]=[CH:10][C:6]([C:7]([OH:9])=[O:8])=[CH:5][CH:4]=1)=[CH2:2].[Cl-:12].[CH:13]([CH2:15][N+:16]([CH2:19][C:20]1[CH:25]=[CH:24][CH:23]=[CH:22][CH:21]=1)([CH3:18])[CH3:17])=[CH2:14].COCCO>C(OCC)(=O)C>[CH:1]([C:3]1[CH:11]=[CH:10][C:6]([C:7]([OH:9])=[O:8])=[CH:5][CH:4]=1)=[CH2:2].[Cl-:12].[CH:13]([CH2:15][N+:16]([CH2:19][C:20]1[CH:21]=[CH:22][CH:23]=[CH:24][CH:25]=1)([CH3:18])[CH3:17])=[CH2:14] |f:1.2,5.6.7|. Procedure: In a 1 liter three-necked flask were put 146.9 g (0.99 mol) of p-vinylbenzoic acid (available from Hokko Chemical Industry Co., Ltd.), 44.2 g (0.21 mol) of vinylbenzyltrimethylammonium chloride, and 446 g of 2-methoxyethanol, and the resulting mixture was heated to 75° C. while stirring in a nitrogen stream. Then, 2.76 g (12 mmol) of dimethyl 2,2-azobis(isobutyrate) was added to the mixture kept at 75° C., and the stirring was continued. After stirring for 2 hours, 2.76 g (12 mmol) of dimethyl 2... The product is CC(C)CNC(=O)CCl. RXN SMILES: [CH2:1]([CH:2]([CH3:3])[CH3:4])[NH2:5].[Cl:13][CH2:14][CH2:15][Cl:16].[Cl:6][CH2:7][C:8](=[O:9])[Cl:10].[Na+:12].[OH-:11]>>[CH2:1]([CH:2]([CH3:3])[CH3:4])[NH:5][C:8]([CH2:7][Cl:6])=[O:9]. Starting materials: CC(C)CN, ClCCCl, O=C(Cl)CCl, [Na+], [OH-]. Reactants: FC(C=1C=C(C(=NC1)OC1=CC=C(C=O)C=C1)F)(F)F (4-(5-(trifluoromethyl)-3-fluoro-2-pyridyloxy)benzaldehyde), [OH-].[Na+] (sodium hydroxide), CC(=O)C (acetone), crude product, product, Cl (HCl). The solvent is O (water), C(Cl)Cl (methylene chloride), O (water). Run at time 19 hour. The product is FC(C=1C=C(C(=NC1)OC1=CC=C(C=C1)C=CC(C)=O)F)(F)F (1-(4-(5-(Trifluoromethyl)-3-fluoro-2-pyridyloxy)phenyl)but-1-en-3-one). As a reaction SMILES: [F:1][C:2]([F:20])([F:19])[C:3]1[CH:4]=[C:5]([F:18])[C:6]([O:9][C:10]2[CH:17]=[CH:16][C:13]([CH:14]=O)=[CH:12][CH:11]=2)=[N:7][CH:8]=1.[OH-].[Na+].Cl.[CH3:24][C:25]([CH3:27])=[O:26]>O.C(Cl)Cl>[F:1][C:2]([F:20])([F:19])[C:3]1[CH:4]=[C:5]([F:18])[C:6]([O:9][C:10]2[CH:17]=[CH:16][C:13]([CH:14]=[CH:24][C:25](=[O:26])[CH3:27])=[CH:12][CH:11]=2)=[N:7][CH:8]=1 |f:1.2|. Procedure details: To a slurry of 28.5 g (0.10 mol) of 4-(5-(trifluoromethyl)-3-fluoro-2-pyridyloxy)benzaldehyde in 250 mL of acetone and 250 mL of water was added 7.5 mL of 1N sodium hydroxide. The slurry was stirred at ambient temperature for 19 hours and then diluted with 300 mL of methylene chloride and 200 mL of water and made acidic to a pH of 2 with concentrated HCl. The organic layer was separated in a separatory funnel and washed with 500 mL of water and dried over sodium sulfate. The solvent was removed ... Starting materials: CC(C(=O)[O-])C1CNC2=CC=CC(=C12)[N+](=O)[O-] ((±)-Methyl(4-nitro-2,3-dihydro-1H-indol-3-yl)acetate), C([O-])(O)=O.[Na+] (sodium bicarbonate), [I-].[K+] (potassium iodide), BrCC(=O)OCC (ethyl bromoacetate). Solvent: CC(=O)C (acetone). The product is [N+](=O)([O-])C1=C2C(CN(C2=CC=C1)CC(=O)OCC)CC(=O)OC ((±)-Ethyl methyl 2,2′-(4-nitro-2,3-dihydro-1H-indole-1,3-diyl)diacetate). RXN SMILES: C[CH:2]([CH:6]1[C:14]2[C:9](=[CH:10][CH:11]=[CH:12][C:13]=2[N+:15]([O-:17])=[O:16])[NH:8][CH2:7]1)[C:3]([O-:5])=[O:4].[C:18](=O)(O)[O-].[Na+].[I-].[K+].Br[CH2:26][C:27]([O:29][CH2:30][CH3:31])=[O:28]>CC(C)=O>[N+:15]([C:13]1[CH:12]=[CH:11][CH:10]=[C:9]2[C:14]=1[CH:6]([CH2:2][C:3]([O:5][CH3:18])=[O:4])[CH2:7][N:8]2[CH2:26][C:27]([O:29][CH2:30][CH3:31])=[O:28])([O-:17])=[O:16] |f:1.2,3.4|. Reported procedure: To a solution of (±)-methyl(4-nitro-2,3-dihydro-1H-indol-3-yl)acetate from Step B (700 mg, 3.0 mmol), sodium bicarbonate (471 mg, 4.4 mmol), and potassium iodide (98 mg, 0.59 mmol) in acetone (15 mL) was added ethyl bromoacetate (9.9 mL, 88.9 mmol). The mixture was heated at reflux for 18 h, then cooled to ambient temperature and concentrated in vacuo. The residue was partitioned between H2O (15 mL) and EtOAc (2×40 mL) and the organic extracts were washed with brine, dried over Na2SO4, filtered,... Starting materials: O([Si](C)(C)C(C)(C)C)[C@@H](CC=O)CCCCCCCCCCC ((R)-3-(t-butyldimethylsiloxy)tetradecanal), S(=O)(=O)(O)[O-].[K+] (potassium hydrogen sulphate), C(C)(C)NC(C)C (diisopropylamine), solution, C(CCC)[Li] (n-butyllithium), C1=CC=C(C=C1)COC(=O)NCC(=O)O (Z-glycine). Solvent: C1CCOC1 (THF), C1CCOC1 (THF), CCCCCC (hexane), C1CCOC1 (THF). Reaction conditions: temperature -75 celsius. Yields the product C(C1=CC=CC=C1)OC(=O)NC(C(=O)O)C(C[C@@H](CCCCCCCCCCC)O[Si](C)(C)C(C)(C)C)O ((2R/S,3R/S,5R)-2-[1-(benzyloxy)formamido]-5-(t-butyldimethylsiloxy)-3-hydroxyhexadecanoic acid). The yield is 47.9%. RXN SMILES: C(NC(C)C)(C)C.C([Li])CCC.[CH:13]1[CH:18]=[CH:17][C:16]([CH2:19][O:20][C:21]([NH:23][CH2:24][C:25]([OH:27])=[O:26])=[O:22])=[CH:15][CH:14]=1.[O:28]([C@H:36]([CH2:40][CH2:41][CH2:42][CH2:43][CH2:44][CH2:45][CH2:46][CH2:47][CH2:48][CH2:49][CH3:50])[CH2:37][CH:38]=[O:39])[Si:29]([C:32]([CH3:35])([CH3:34])[CH3:33])([CH3:31])[CH3:30].S([O-])(O)(=O)=O.[K+]>C1COCC1.CCCCCC>[CH2:19]([O:20][C:21]([NH:23][CH:24]([CH:38]([OH:39])[CH2:37][C@H:36]([O:28][Si:29]([C:32]([CH3:35])([CH3:34])[CH3:33])([CH3:31])[CH3:30])[CH2:40][CH2:41][CH2:42][CH2:43][CH2:44][CH2:45][CH2:46][CH2:47][CH2:48][CH2:49][CH3:50])[C:25]([OH:27])=[O:26])=[O:22])[C:16]1[CH:17]=[CH:18][CH:13]=[CH:14][CH:15]=1 |f:4.5|. Procedure: A solution of 3.0 ml of diisopropylamine in 50 ml of THF was treated at 0° C. with 12.0 ml of a solution of 1.6M n-butyllithium in hexane and, after stirring, cooled to -75° C. A solution of 1.26 g of Z-glycine in 10 ml of THF was then added dropwise. The reaction mixture was left to warm to room temperature and again cooled to -75° C. 0.7 g of (R)-3-(t-butyldimethylsiloxy)tetradecanal in 5 ml of THF was then added dropwise at -75° C. The reaction mixture was stirred at -75° C. for 1 hour and at... Starting materials: Cc1ccccc1, CCO, COc1cccc(C=Cc2nc3sc(Cl)cn3c(=O)c2I)c1OCC(C)(C)C, OB(O)c1ccc(OC(F)(F)F)cc1, [Na+], [Na+], O=C([O-])[O-], O. The product is COc1cccc(C=Cc2nc3sc(Cl)cn3c(=O)c2-c2ccc(OC(F)(F)F)cc2)c1OCC(C)(C)C. RXN SMILES: [CH3:49][c:50]1[cH:51][cH:52][cH:53][cH:54][cH:55]1.[CH3:56][CH2:57][OH:58].[Cl:1][c:2]1[cH:3][n:4]2[c:5]([n:6][c:7]([CH:12]=[CH:13][c:14]3[c:15]([O:22][CH2:23][C:24]([CH3:25])([CH3:26])[CH3:27])[c:16]([O:20][CH3:21])[cH:17][cH:18][cH:19]3)[c:8]([I:11])[c:9]2=[O:10])[s:28]1.[F:29][C:30]([O:31][c:32]1[cH:33][cH:34][c:35]([B:38]([OH:39])[OH:40])[cH:36][cH:37]1)([F:41])[F:42].[Na+:43].[Na+:44].[O-:45][C:46](=[O:47])[O-:48].[OH2:59]>>[Cl:1][c:2]1[cH:3][n:4]2[c:5]([n:6][c:7]([CH:12]=[CH:13][c:14]3[c:15]([O:22][CH2:23][C:24]([CH3:25])([CH3:26])[CH3:27])[c:16]([O:20][CH3:21])[cH:17][cH:18][cH:19]3)[c:8](-[c:35]3[cH:34][cH:33][c:32]([O:31][C:30]([F:29])([F:41])[F:42])[cH:37][cH:36]3)[c:9]2=[O:10])[s:28]1. Run in CO (methanol). The reagents and catalysts are Cl (HCl). Isolated yield 111.7%. Run at time 30 minute. The product is C(C)(C)(C)C1=CC=C(CNCCC2=CC(=CC=C2)F)C=C1 ((4-tert-butyl-benzyl)-[2-(3-fluoro-phenyl)-ethyl]-amine). Reaction SMILES: [C:1]([C:5]1[CH:12]=[CH:11][C:8]([CH:9]=O)=[CH:7][CH:6]=1)([CH3:4])([CH3:3])[CH3:2].[F:13][C:14]1[CH:15]=[C:16]([CH2:20][CH2:21][NH2:22])[CH:17]=[CH:18][CH:19]=1.[BH4-].[Na+]>CO.Cl>[C:1]([C:5]1[CH:12]=[CH:11][C:8]([CH2:9][NH:22][CH2:21][CH2:20][C:16]2[CH:17]=[CH:18][CH:19]=[C:14]([F:13])[CH:15]=2)=[CH:7][CH:6]=1)([CH3:4])([CH3:3])[CH3:2] |f:2.3|. Reported procedure: 0.38 ml of 4-tert-butylbenzaldehyde (2.25 mmol) and 0.20 ml 2-(3-fluoro-phenyl)-ethyl-amine (1.5 mmol) were dissolved in 4.5 ml methanol at rt, and after stirring for 30 min at rt, were refluxed for 2 h. After cooling down to rt, 85 mg (2.25 mmol) sodium borohydride were added and after stirring for 5 min at rt, the reaction mixture was then refluxed for 3 h. After cooling down to rt, the reaction mixture was treated with 4 drops 1 N HCl and concentrated in vacuo. The residue was diluted with wa... The reactants are C(C)(C)(C)C1=CC=C(C=O)C=C1 (4-tert-butylbenzaldehyde), FC=1C=C(C=CC1)CCN (2-(3-fluoro-phenyl)-ethyl-amine), [BH4-].[Na+] (sodium borohydride).